Dataset: the Open Reaction Database (ORD), a public repository of structured organic reaction records. Task: describe an organic reaction: reactants, conditions, products, and yield Starting materials: O (water), ClC1=C(C=C(C(=C1)F)N=C1SC(N2N1CCCC2)=O)N2C(N(C(NC2=O)=O)C)=O (1-{2-chloro-4-fluoro-5-[(tetrahydro-3-oxo-1H,3H-[1,3,4]thiadiazolo[3,4-a]pyridazin-1-ylidene)-amino]phenyl}-3-methyl-s-triazine-2,4,6(1H,3H,5H)-trione), C([O-])([O-])=O.[K+].[K+] (potassium carbonate), C(C=C)Br (allyl bromide). Solvent: CC(=O)C (acetone). Run at temperature 40 celsius, time 8 hour. Product: C(C=C)N1C(N(C(N(C1=O)C)=O)C1=C(C=C(C(=C1)N=C1SC(N2N1CCCC2)=O)F)Cl)=O (1-Allyl-3-{2-chloro-4-fluoro-5-[(tetrahydro-3-oxo-1H,3H-[1,3,4]thiadiazolo[3,4-a]-pyridazine-1-ylidene)amino]phenyl}-5-methyl-s-triazine-2,4,6(1H,3H,5H)-trione). The yield is 73.3%. RXN SMILES: [Cl:1][C:2]1[CH:7]=[C:6]([F:8])[C:5]([N:9]=[C:10]2[N:14]3[CH2:15][CH2:16][CH2:17][CH2:18][N:13]3[C:12](=[O:19])[S:11]2)=[CH:4][C:3]=1[N:20]1[C:25](=[O:26])[NH:24][C:23](=[O:27])[N:22]([CH3:28])[C:21]1=[O:29].C(=O)([O-])[O-].[K+].[K+].[CH2:36](Br)[CH:37]=[CH2:38].O>CC(C)=O>[CH2:36]([N:24]1[C:23](=[O:27])[N:22]([CH3:28])[C:21](=[O:29])[N:20]([C:3]2[CH:4]=[C:5]([N:9]=[C:10]3[N:14]4[CH2:15][CH2:16][CH2:17][CH2:18][N:13]4[C:12](=[O:19])[S:11]3)[C:6]([F:8])=[CH:7][C:2]=2[Cl:1])[C:25]1=[O:26])[CH:37]=[CH2:38] |f:1.2.3|. Procedure details: A mixture of 1-{2-chloro-4-fluoro-5-[(tetrahydro-3-oxo-1H,3H-[1,3,4]thiadiazolo[3,4-a]pyridazin-1-ylidene)-amino]phenyl}-3-methyl-s-triazine-2,4,6(1H,3H,5H)-trione (1.00 g, 2.27 mmol), potassium carbonate (0.627 g, 4.54 mmol) and allyl bromide (0.329 g, 2.72 mmol) in acetone is stirred overnight at 40° C. and poured into water. The aqueous mixture is extracted with ethyl acetate. The organic extract is washed with water, dried over anhydrous magnesium sulfate, and concentrated in vacuo to give t... The reactants are ClC1=C(C=CC=C1)N=C=S (o-chlorophenylisothiocyanate), CN(C)C=O (DMF), [H-].[Na+] (sodium hydride), CN(C)C=O (DMF), C(=O)NN (formylhydrazine). The solvent is O (water). Reaction conditions: temperature 160 celsius. Product: N=1N=CN2C1SC1=C2C=CC=C1 (s-triazolo[3,4-b]benzothiazole). Reaction SMILES: Cl[C:2]1[CH:7]=[CH:6][CH:5]=[CH:4][C:3]=1[N:8]=[C:9]=[S:10].CN(C=O)C.[CH:16]([NH:18][NH2:19])=O.[H-].[Na+]>O>[N:19]1[N:18]=[CH:16][N:8]2[C:3]3[CH:4]=[CH:5][CH:6]=[CH:7][C:2]=3[S:10][C:9]=12 |f:3.4|. Procedure: Five grams (30.0 mmoles) of o-chlorophenylisothiocyanate were dissolved in 50 ml. of dry DMF. A solution of 1.8 g. (30.0 mmoles) of formylhydrazine in 50 ml. of dry DMF was added dropwise rapidly to the stirred reaction mixture. The temperature of the reaction rose to about 45°C. The temperature was maintained between 60°C. and 100°C. for 24 hours. Thirty millimoles, 1.5 g., of sodium hydride as a 50% mineral oil suspension was added to the reaction mixture. The reaction was completed by heating... Reactants: C(C)OC(=O)C=1C(=NC(=C(C1NCCCN(C)C)[N+](=O)[O-])Cl)C (6-chloro-4-[[3-(dimethylamino)propyl]amino]-2-methyl-5-nitropyridine-3-carboxylic acid ethyl ester), CO (methanol), C(C)N (ethylamine). The solvent is C(C)N(CC)CC (triethylamine). The product is C(C)OC(=O)C=1C(=NC(=C(C1NCCCN(C)C)[N+](=O)[O-])NCC)C (4-[[3-(Dimethylamino)propyl]amino]-6-ethylamino-2-methyl-5-nitropyridine-3-carboxylic acid ethyl ester). As a reaction SMILES: [CH2:1]([O:3][C:4]([C:6]1[C:7]([CH3:23])=[N:8][C:9](Cl)=[C:10]([N+:19]([O-:21])=[O:20])[C:11]=1[NH:12][CH2:13][CH2:14][CH2:15][N:16]([CH3:18])[CH3:17])=[O:5])[CH3:2].CO.[CH2:26]([NH2:28])[CH3:27]>C(N(CC)CC)C>[CH2:1]([O:3][C:4]([C:6]1[C:7]([CH3:23])=[N:8][C:9]([NH:28][CH2:26][CH3:27])=[C:10]([N+:19]([O-:21])=[O:20])[C:11]=1[NH:12][CH2:13][CH2:14][CH2:15][N:16]([CH3:18])[CH3:17])=[O:5])[CH3:2]. Procedure details: 34.5 g. of 6-chloro-4-[[3-(dimethylamino)propyl]amino]-2-methyl-5-nitropyridine-3-carboxylic acid ethyl ester (0.1 Mol.) are dissolved in 200 ml. of methanol. A mixture of 15 g. of triethylamine and 6 g. of ethylamine are added and the solution is refluxed for one hour with stirring. The solvent is distilled off in vacuo and the residue treated with about 100 ml. of water. The aqueous phase is extracted three times with 100 ml. portions of ether, the ether layers are combined, dried over calcium...